Dataset: the Open Reaction Database (ORD), a public repository of structured organic reaction records. Task: describe an organic reaction: reactants, conditions, products, and yield Starting materials: C1CCCC2=NC3=CC=CC=C3C(=C12)N (1,2,3,4-Tetrahydro-9-acridinamine), aldehyde, ( 16 ), N1CCOCC1 (morpholine), ClC1=C(C=O)C(=CC=C1)Cl (2,6-dichlorobenzaldehyde). The solvent is C1(=CC=CC=C1)C (toluene). Product: ClC1=C(C(=CC=C1)Cl)C=NC=1C2=CC=CC=C2N=C2CCCCC12 (N-[(2,6-Dichlorophenyl)methylene]-1,2,3,4-tetrahydro-9-acridinamine). Reaction SMILES: [CH2:1]1[C:14]2[C:5](=[N:6][C:7]3[C:12]([C:13]=2[NH2:15])=[CH:11][CH:10]=[CH:9][CH:8]=3)[CH2:4][CH2:3][CH2:2]1.N1CCOCC1.[Cl:22][C:23]1[CH:30]=[CH:29][CH:28]=[C:27]([Cl:31])[C:24]=1[CH:25]=O>C1(C)C=CC=CC=1>[Cl:22][C:23]1[CH:30]=[CH:29][CH:28]=[C:27]([Cl:31])[C:24]=1[CH:25]=[N:15][C:13]1[C:12]2[C:7]([N:6]=[C:5]3[C:14]=1[CH2:1][CH2:2][CH2:3][CH2:4]3)=[CH:8][CH:9]=[CH:10][CH:11]=2. Procedure details: 1,2,3,4-Tetrahydro-9-acridinamine (3.23 g) was suspended in 400 ml of toluene to which morpholine (2.8 g) and 2,6-dichlorobenzaldehyde (3.5 g) were successively added. The reaction mixture was refluxed overnight and then an additional 1.7 g of aldehyde was added. Reflux was continued for an additional sixteen (16) hours and then the reaction mixture was concentrated and purified by flash chromatography (CH2Cl2, then 20% EtOAc/CH2Cl2). Fractions containing the product were concentrated and recrys...